This data is from the Open Reaction Database (ORD), a public repository of structured organic reaction records. The task is: describe an organic reaction: reactants, conditions, products, and yield Starting materials: N1CC(C1)COC1=CC(=C(C(=O)OC)C=C1C1CC1)F (methyl 4-(azetidin-3-ylmethoxy)-5-cyclopropyl-2-fluorobenzoate), ClC1=CC=C(C=C1)C(C1=CC=CC=C1)Cl (1-chloro-4-(chloro(phenyl)methyl)benzene), C([O-])([O-])=O.[K+].[K+] (potassium carbonate), [I-].[Na+] (sodium iodide). The solvent is CC#N (MeCN), CCOC(=O)C (EtOAc), [Cl-].[Na+].O (brine). Conditions: temperature 80 celsius, time 16 hour. Product: ClC1=CC=C(C=C1)C(N1CC(C1)COC1=CC(=C(C(=O)OC)C=C1C1CC1)F)C1=CC=CC=C1 (methyl 4-((1-((4-chlorophenyl)(phenyl)-methyl)azetidin-3-yl)methoxy)-5-cyclopropyl-2-fluorobenzoate). Isolated yield 49.6%. As a reaction SMILES: [NH:1]1[CH2:4][CH:3]([CH2:5][O:6][C:7]2[C:16]([CH:17]3[CH2:19][CH2:18]3)=[CH:15][C:10]([C:11]([O:13][CH3:14])=[O:12])=[C:9]([F:20])[CH:8]=2)[CH2:2]1.[Cl:21][C:22]1[CH:27]=[CH:26][C:25]([CH:28](Cl)[C:29]2[CH:34]=[CH:33][CH:32]=[CH:31][CH:30]=2)=[CH:24][CH:23]=1.C(=O)([O-])[O-].[K+].[K+].[I-].[Na+]>CC#N.CCOC(C)=O.[Cl-].[Na+].O>[Cl:21][C:22]1[CH:23]=[CH:24][C:25]([CH:28]([C:29]2[CH:30]=[CH:31][CH:32]=[CH:33][CH:34]=2)[N:1]2[CH2:4][CH:3]([CH2:5][O:6][C:7]3[C:16]([CH:17]4[CH2:19][CH2:18]4)=[CH:15][C:10]([C:11]([O:13][CH3:14])=[O:12])=[C:9]([F:20])[CH:8]=3)[CH2:2]2)=[CH:26][CH:27]=1 |f:2.3.4,5.6,9.10.11|. Reported procedure: A mixture of methyl 4-(azetidin-3-ylmethoxy)-5-cyclopropyl-2-fluorobenzoate (58 mg, 0.21 mmol), 1-chloro-4-(chloro(phenyl)methyl)benzene (74 mg, 0.31 mmol), potassium carbonate (86 mg, 0.62 mmol) and sodium iodide (32 mg, 0.21 mmol) in MeCN (10 mL) was stirred at 80° C. for 16 h. The reaction mixture was diluted with EtOAc (100 mL) and brine (50 mL). The organic layer was separated and washed with brine (50×2 mL), dried over anhydrous sodium sulfate, filtered and concentrated. The residue was pu... Starting materials: C1CCOC1, CO, COC(=O)c1ccc(S(=O)(=O)CCc2c(CCNS(=O)(=O)Cc3c(F)cccc3F)n(C(c3ccccc3)c3ccccc3)c3ccc(Cl)cc23)cc1, [Na+], [OH-]. Product: O=C(O)c1ccc(S(=O)(=O)CCc2c(CCNS(=O)(=O)Cc3c(F)cccc3F)n(C(c3ccccc3)c3ccccc3)c3ccc(Cl)cc23)cc1. RXN SMILES: [CH2:54]1[O:55][CH2:56][CH2:57][CH2:58]1.[CH3:61][OH:62].[CH:1]([c:2]1[cH:3][cH:4][cH:5][cH:6][cH:7]1)([c:8]1[cH:9][cH:10][cH:11][cH:12][cH:13]1)[n:14]1[c:15]([CH2:39][CH2:40][NH:41][S:42](=[O:43])(=[O:44])[CH2:45][c:46]2[c:47]([F:53])[cH:48][cH:49][cH:50][c:51]2[F:52])[c:16]([CH2:24][CH2:25][S:26](=[O:27])(=[O:28])[c:29]2[cH:30][cH:31][c:32]([C:33](=[O:34])[O:35][CH3:36])[cH:37][cH:38]2)[c:17]2[cH:18][c:19]([Cl:23])[cH:20][cH:21][c:22]12.[Na+:60].[OH-:59]>>[CH:1]([c:2]1[cH:3][cH:4][cH:5][cH:6][cH:7]1)([c:8]1[cH:9][cH:10][cH:11][cH:12][cH:13]1)[n:14]1[c:15]([CH2:39][CH2:40][NH:41][S:42](=[O:43])(=[O:44])[CH2:45][c:46]2[c:47]([F:53])[cH:48][cH:49][cH:50][c:51]2[F:52])[c:16]([CH2:24][CH2:25][S:26](=[O:27])(=[O:28])[c:29]2[cH:30][cH:31][c:32]([C:33](=[O:34])[OH:35])[cH:37][cH:38]2)[c:17]2[cH:18][c:19]([Cl:23])[cH:20][cH:21][c:22]12. Reactants: CCC1CCCCN1, O=c1oc2ccccc2n1CCCCCl. The product is CCC1CCCCN1CCCCn1c(=O)oc2ccccc21. As a reaction SMILES: [CH2:16]([CH3:17])[CH:18]1[NH:19][CH2:20][CH2:21][CH2:22][CH2:23]1.[Cl:1][CH2:2][CH2:3][CH2:4][CH2:5][n:6]1[c:7](=[O:15])[o:8][c:9]2[c:10]1[cH:11][cH:12][cH:13][cH:14]2>>[CH2:2]([CH2:3][CH2:4][CH2:5][n:6]1[c:7](=[O:15])[o:8][c:9]2[c:10]1[cH:11][cH:12][cH:13][cH:14]2)[N:19]1[CH:18]([CH2:16][CH3:17])[CH2:23][CH2:22][CH2:21][CH2:20]1.